The task is: describe an organic reaction: reactants, conditions, products, and yield. This data is from the Open Reaction Database (ORD), a public repository of structured organic reaction records. Reactants: CCOC(=O)Cc1cc(Cl)c(OCC(F)(F)F)c(Br)c1, BrCC1CC1, [H-], [Na+], CN(C)C=O. Product: CCOC(=O)C(CC1CC1)c1cc(Cl)c(OCC(F)(F)F)c(Br)c1. As a reaction SMILES: [Br:3][c:4]1[cH:5][c:6]([CH2:17][C:18](=[O:19])[O:20][CH2:21][CH3:22])[cH:7][c:8]([Cl:16])[c:9]1[O:10][CH2:11][C:12]([F:13])([F:14])[F:15].[CH:23]1([CH2:26][Br:27])[CH2:24][CH2:25]1.[H-:2].[Na+:1].[O:28]=[CH:29][N:30]([CH3:31])[CH3:32]>>[Br:3][c:4]1[cH:5][c:6]([CH:17]([C:18](=[O:19])[O:20][CH2:21][CH3:22])[CH2:26][CH:23]2[CH2:24][CH2:25]2)[cH:7][c:8]([Cl:16])[c:9]1[O:10][CH2:11][C:12]([F:13])([F:14])[F:15]. The product is CC(C)(C)OC(=O)N1CCC(=NNC2CCCC2)CC1. Reaction SMILES: [C:9](=[O:10])([O:11][C:12]([CH3:13])([CH3:14])[CH3:15])[N:16]1[CH2:17][CH2:18][C:19](=[O:22])[CH2:20][CH2:21]1.[CH3:29][CH2:30][OH:31].[CH:2]1([NH:7][NH2:8])[CH2:3][CH2:4][CH2:5][CH2:6]1.[ClH:1].[K+:23].[K+:24].[O-:25][C:26]([O-:27])=[O:28]>>[CH:2]1([NH:7][N:8]=[C:19]2[CH2:18][CH2:17][N:16]([C:9](=[O:10])[O:11][C:12]([CH3:13])([CH3:14])[CH3:15])[CH2:21][CH2:20]2)[CH2:3][CH2:4][CH2:5][CH2:6]1. Starting materials: CC(C)(C)OC(=O)N1CCC(=O)CC1, CCO, NNC1CCCC1, Cl, [K+], [K+], O=C([O-])[O-].